Dataset: the Open Reaction Database (ORD), a public repository of structured organic reaction records. Task: describe an organic reaction: reactants, conditions, products, and yield Reactants: CO, COC(=O)COCCOC1CCCCO1, Cc1ccc(S(=O)(=O)[O-])cc1, c1cc[nH+]cc1. Product: COC(=O)COCCO. RXN SMILES: [CH3:33][OH:34].[O:1]1[CH2:2][CH2:3][CH2:4][CH2:5][CH:6]1[O:7][CH2:8][CH2:9][O:10][CH2:11][C:12](=[O:13])[O:14][CH3:15].[c:16]1([CH3:17])[cH:18][cH:19][c:20]([S:21]([O-:22])(=[O:23])=[O:24])[cH:25][cH:26]1.[nH+:27]1[cH:28][cH:29][cH:30][cH:31][cH:32]1>>[OH:7][CH2:8][CH2:9][O:10][CH2:11][C:12](=[O:13])[O:14][CH3:15]. Reactants: CSCCC(=O)[O-] (MMPA), CSCCC(=O)[O-] (MMPA), CSCCC(=O)[O-] (MMPA), ClCl (chlorine), ClCl (chlorine), ClCl (chlorine), CSCCC(=O)[O-] (MMPA). Product: ClCl.CSCCC(=O)[O-] (Cl2 MMPA). As a reaction SMILES: [CH3:1][S:2][CH2:3][CH2:4][C:5]([O-:7])=[O:6].[Cl:8][Cl:9]>>[Cl:8][Cl:9].[CH3:1][S:2][CH2:3][CH2:4][C:5]([O-:7])=[O:6] |f:2.3|. Procedure details: The chlorination is preferably carried out by contacting a concentrated solution of MMPA in a chlorinated solvent with gaseous chlorine or with a solution of chlorine in the same solvent. Desirable concentrations of the MMPA solution are between 50 and 80%. Preferably, the flow of the solvent in the reactor is set as to obtain a holdup time (hereinafter briefly designated by HUT) in the range of 0.1 to 30 minutes, preferably 0.5 to 7 minutes, and still more preferably, 1 to 3 minutes; the MMPA f... Reactants: ClC1=C(CCBr)C=CC=C1 (2-chlorophenethyl bromide), C(C)(C)NC(C)C (diisopropyl amine), C(CCC)[Li] (n-butyl lithium), C(C)C1=CC=NC=C1 (4-ethylpyridine). Solvent: O1CCCC1 (tetrahydrofuran), O (water), O1CCCC1 (tetrahydrofuran), O1CCCC1 (tetrahydrofuran). Conditions: temperature -50 celsius, time 10 minute. Yields the product ClC1=C(C=CC=C1)CCC(C)C1=CC=NC=C1 (1-(2-chlorophenyl)-3-(4-pyridyl)-butane). Isolated yield 58.8%. RXN SMILES: C(NC(C)C)(C)C.C([Li])CCC.[CH2:13]([C:15]1[CH:20]=[CH:19][N:18]=[CH:17][CH:16]=1)[CH3:14].[Cl:21][C:22]1[CH:30]=[CH:29][CH:28]=[CH:27][C:23]=1[CH2:24][CH2:25]Br>O1CCCC1.O>[Cl:21][C:22]1[CH:30]=[CH:29][CH:28]=[CH:27][C:23]=1[CH2:24][CH2:25][CH:13]([C:15]1[CH:20]=[CH:19][N:18]=[CH:17][CH:16]=1)[CH3:14]. Reported procedure: In a 200-ml flask, 0.94g (9.35 mmol) of diisopropyl amine and 15 ml of tetrahydrofuran were placed and cooled to -50° C. Then 6.5 ml (10.3 mmol) of n-butyl lithium (15% n-hexane solution) was added thereto under nitrogen atmosphere. The resulting mixture was stirred for 10 minutes, and a solution of 1.0 g (9.35 mmol) of 4-ethylpyridine dissolved in tetrahydrofuran was added dropwise. After stirring for 30 minutes at -50° C., the reaction temperature was gradually raised up to -10° C., which was ... The reactants are C(C)OCC(CNC(OCC1=CC=CC=C1)=O)NC(OC(C)(C)C)=O (benzyl tert-butyl (3-ethoxypropane-1,2-diyl)biscarbamate), Cl (hydrochloric acid). Conditions: time 2 hour. The product is NC(CNC(OCC1=CC=CC=C1)=O)COCC (benzyl (2-amino-3-ethoxypropyl)carbamate). RXN SMILES: [CH2:1]([O:3][CH2:4][CH:5]([NH:18]C(=O)OC(C)(C)C)[CH2:6][NH:7][C:8](=[O:17])[O:9][CH2:10][C:11]1[CH:16]=[CH:15][CH:14]=[CH:13][CH:12]=1)[CH3:2].Cl>>[NH2:18][CH:5]([CH2:4][O:3][CH2:1][CH3:2])[CH2:6][NH:7][C:8](=[O:17])[O:9][CH2:10][C:11]1[CH:16]=[CH:15][CH:14]=[CH:13][CH:12]=1. Procedure details: A mixture of benzyl tert-butyl (3-ethoxypropane-1,2-diyl)biscarbamate (3.0 g, 8.5 mmol) in hydrochloric acid (4.0 M in methanol, 20 mL, 80 mmol) was stirred at ambient temperature. After 2 hours, the reaction mixture was concentrated under reduced pressure to give benzyl (2-amino-3-ethoxypropyl)carbamate. MS ESI calc'd. for C13H21N2O3 [M+H]+ 253. found 253. 1H NMR (400 MHz, CD3OD) δ 7.45-7.26 (m, 5H), 5.13 (s, 2H), 3.67-3.51 (m, 4H), 3.45-3.39 (m, 3H), 1.24 (t, J=7.0 Hz, 3H). Starting materials: COCCC[Si]1(CCC(CC1)C1CCC(CC1)=O)C1=CC=CC=C1 (4-(4-(3-methoxypropyl)-4-phenyl-4-silacyclohexyl)cyclohexanone), FC=1C=C(C=CC1F)[Mg]Br (3,4-difluorophenylmagnesium bromide). Yields the product COCCC[Si@@H]1CC[C@H](CC1)C1=CC=C(C=C1)C1=CC(=C(C=C1)F)F (trans-4-(4-(3-methoxypropyl)-4-silacyclohexyl)-3', 4'-difluorobiphenyl). Reaction SMILES: [CH3:1][O:2][CH2:3][CH2:4][CH2:5][Si:6]1(C2C=CC=CC=2)[CH2:11][CH2:10][CH:9]([CH:12]2[CH2:17][CH2:16][C:15](=O)[CH2:14][CH2:13]2)[CH2:8][CH2:7]1.[F:25][C:26]1[CH:27]=[C:28]([Mg]Br)[CH:29]=[CH:30][C:31]=1[F:32]>>[CH3:1][O:2][CH2:3][CH2:4][CH2:5][Si@H:6]1[CH2:7][CH2:8][C@H:9]([C:12]2[CH:13]=[CH:14][C:15]([C:29]3[CH:28]=[CH:27][C:26]([F:25])=[C:31]([F:32])[CH:30]=3)=[CH:16][CH:17]=2)[CH2:10][CH2:11]1. Reported procedure: The general procedure of Example 12 was repeated using 34.5 g of 4-(4-(3-methoxypropyl)-4-phenyl-4-silacyclohexyl)cyclohexanone and 3,4-difluorophenylmagnesium bromide, thereby obtaining the captioned compound. Starting materials: CCOC(=O)COc1c(-c2ccccc2)nc2ccccc2c1C(=O)NC(CC)c1ccccc1, Cl. Yields the product CCC(NC(=O)c1c(OCC(=O)O)c(-c2ccccc2)nc2ccccc12)c1ccccc1, Cl. Reaction SMILES: [CH2:1]([CH3:2])[CH:3]([c:4]1[cH:5][cH:6][cH:7][cH:8][cH:9]1)[NH:10][C:11](=[O:12])[c:13]1[c:14]([O:29][CH2:30][C:31](=[O:32])[O:33][CH2:34][CH3:35])[c:15](-[c:23]2[cH:24][cH:25][cH:26][cH:27][cH:28]2)[n:16][c:17]2[cH:18][cH:19][cH:20][cH:21][c:22]12.[ClH:36]>>[CH2:1]([CH3:2])[CH:3]([c:4]1[cH:5][cH:6][cH:7][cH:8][cH:9]1)[NH:10][C:11](=[O:12])[c:13]1[c:14]([O:29][CH2:30][C:31](=[O:32])[OH:33])[c:15](-[c:23]2[cH:24][cH:25][cH:26][cH:27][cH:28]2)[n:16][c:17]2[cH:18][cH:19][cH:20][cH:21][c:22]12.[ClH:36]. Starting materials: CCOC(=O)c1cc(C(=O)NCc2ccc(S(=O)(=O)NC)cc2)c2cnn(-c3ccc(F)cc3)c2c1, CCO, CCOC(C)=O, Cl, [K+], [OH-], O. The product is CNS(=O)(=O)c1ccc(CNC(=O)c2cc(C(=O)O)cc3c2cnn3-c2ccc(F)cc2)cc1. RXN SMILES: [CH2:1]([CH3:2])[O:3][C:4](=[O:5])[c:6]1[cH:7][c:8]([C:22]([NH:23][CH2:24][c:25]2[cH:26][cH:27][c:28]([S:31]([NH:32][CH3:33])(=[O:34])=[O:35])[cH:29][cH:30]2)=[O:36])[c:9]2[cH:10][n:11][n:12](-[c:15]3[cH:16][cH:17][c:18]([F:21])[cH:19][cH:20]3)[c:13]2[cH:14]1.[CH3:41][CH2:42][OH:43].[CH3:44][CH2:45][O:46][C:47](=[O:48])[CH3:49].[ClH:39].[K+:38].[OH-:37].[OH2:40]>>[O:3]=[C:4]([OH:5])[c:6]1[cH:7][c:8]([C:22]([NH:23][CH2:24][c:25]2[cH:26][cH:27][c:28]([S:31]([NH:32][CH3:33])(=[O:34])=[O:35])[cH:29][cH:30]2)=[O:36])[c:9]2[cH:10][n:11][n:12](-[c:15]3[cH:16][cH:17][c:18]([F:21])[cH:19][cH:20]3)[c:13]2[cH:14]1.